This data is from the Open Reaction Database (ORD), a public repository of structured organic reaction records. The task is: describe an organic reaction: reactants, conditions, products, and yield Reactants: C(C)OC(=O)C=1C(=NOC1)C1=NC=CC=C1 (3-pyridin-2-yl-isoxazole-4-carboxylic acid ethyl ester), C(C)OC(=O)C=1N=NC(=CC1)OCC=1C(=NOC1C)C1=NC=C(C=C1)F (6-[3-(5-fluoro-pyridin-2-yl)-5-methyl-isoxazol-4-ylmethoxy]-pyridazine-3-carboxylic acid ethyl ester). Yields the product N1=C(C=CC=C1)C1=NOC=C1C(=O)O (3-Pyridin-2-yl-isoxazole-4-carboxylic acid). Yield: 77.7%. As a reaction SMILES: C([O:3][C:4]([C:6]1[C:7]([C:11]2[CH:16]=[CH:15][CH:14]=[CH:13][N:12]=2)=[N:8][O:9][CH:10]=1)=[O:5])C.C(OC(C1N=NC(OCC2C(C3C=CC(F)=CN=3)=NOC=2C)=CC=1)=O)C>>[N:12]1[CH:13]=[CH:14][CH:15]=[CH:16][C:11]=1[C:7]1[C:6]([C:4]([OH:5])=[O:3])=[CH:10][O:9][N:8]=1. Procedure: As described for example 112a, 3-pyridin-2-yl-isoxazole-4-carboxylic acid ethyl ester (9.6 g, 44 mmol), instead of 6-[3-(5-fluoro-pyridin-2-yl)-5-methyl-isoxazol-4-ylmethoxy]-pyridazine-3-carboxylic acid ethyl ester, was converted to the title compound (6.5 g, 79%) which was obtained as an off-white solid. MS: m/e=189.3 [M−H]−.